Dataset: the Open Reaction Database (ORD), a public repository of structured organic reaction records. Task: describe an organic reaction: reactants, conditions, products, and yield Reactants: C(=O)(C(F)(F)F)O (TFA), ClC1=C(C(=O)O)C=C(C=C1)NC(C1=CC(=CC=C1)Cl)=O (2-Chloro-5-(3-Chloro-Benzoylamino)-Benzoic Acid), C(C)(C)(C)OC(=O)N1CCC(CC1)S(=O)(=O)C1=CC=C(C=C1)NC1=NC=C(C=N1)N (4-[4-(5-Amino-Pyrimidin-2-ylamino)-Benzenesulfonyl]-Piperidine-1-Carboxylic Acid tert-Butyl Ester), ClC1=NC(=NC(=N1)OC)OC (2-chloro-4,6-dimethoxy-1,3,5-triazine), CN1CCOCC1 (4-methyl morpholine). Run in C(Cl)Cl (DCM), C(Cl)Cl (DCM). Reaction conditions: time 1 hour. The product is ClC1=C(C(=O)NC=2C=NC(=NC2)NC2=CC=C(C=C2)S(=O)(=O)C2CCNCC2)C=C(C=C1)NC(C1=CC(=CC=C1)Cl)=O (2-Chloro-5-(3-Chloro-Benzoylamino)-N-{2-[4-(Piperidine-4-Sulfonyl)-Phenylamino]-Pyrimidin-5-yl}-Benzamide). Isolated yield 10.9%. As a reaction SMILES: [Cl:1][C:2]1[CH:10]=[CH:9][C:8]([NH:11][C:12](=[O:20])[C:13]2[CH:18]=[CH:17][CH:16]=[C:15]([Cl:19])[CH:14]=2)=[CH:7][C:3]=1[C:4]([OH:6])=O.ClC1N=C(OC)N=C(OC)N=1.CN1CCOCC1.C(OC([N:46]1[CH2:51][CH2:50][CH:49]([S:52]([C:55]2[CH:60]=[CH:59][C:58]([NH:61][C:62]3[N:67]=[CH:66][C:65]([NH2:68])=[CH:64][N:63]=3)=[CH:57][CH:56]=2)(=[O:54])=[O:53])[CH2:48][CH2:47]1)=O)(C)(C)C.C(O)(C(F)(F)F)=O>C(Cl)Cl>[Cl:1][C:2]1[CH:10]=[CH:9][C:8]([NH:11][C:12](=[O:20])[C:13]2[CH:18]=[CH:17][CH:16]=[C:15]([Cl:19])[CH:14]=2)=[CH:7][C:3]=1[C:4]([NH:68][C:65]1[CH:66]=[N:67][C:62]([NH:61][C:58]2[CH:59]=[CH:60][C:55]([S:52]([CH:49]3[CH2:50][CH2:51][NH:46][CH2:47][CH2:48]3)(=[O:53])=[O:54])=[CH:56][CH:57]=2)=[N:63][CH:64]=1)=[O:6]. Reported procedure: Intermediate 19 (Example 27) (0.136 g, 0.44 mmol) was combined with 2-chloro-4,6-dimethoxy-1,3,5-triazine (CDMT) (0.093 g, 0.53 mmol) and diluted with DCM (4 mL). This was immediately treated with 4-methyl morpholine (0.10 mL, 0.88 mmol) and allowed to stir at ambient temperature for 1 h. Intermediate 13 (Example 20) (0.20 g, 0.462 mmol) was then added in one portion. Stirring was continued overnight. After 18 h, reaction solvents were removed and resulting crude solids were diluted with DCM (4 ... Reactants: COC1=C(C(=CC(=C1)C1=NOC(=C1)C1=CC(=C(C(=C1)OC)OC)OC)OC)O (2,6-dimethoxy-4-(5-(3,4,5-trimethoxyphenyl)isoxazol-3-yl)phenol), C([O-])([O-])=O.[K+].[K+] (potassium carbonate), BrCCCCCOC1=C(C=C(C=C1)C1NC2=CC=CC=C2C(N1)=O)OC (2-[4-(5-Bromo-pentyloxy)-3-methoxy-phenyl]-2,3-dihydro-1H-quinazolin-4-one), ice. Solvent: CN(C)C=O (DMF), C(C)(=O)OCC.CCCCCC (ethyl acetate hexane). Conditions: temperature 30 celsius, time 30 hour. Yields the product COC1=C(OCCCCCOC2=C(C=C(C=C2)C2NC3=CC=CC=C3C(N2)=O)OC)C(=CC(=C1)C1=NOC(=C1)C1=CC(=C(C(=C1)OC)OC)OC)OC (2-(4-(5-(2,6-dimethoxy-4-(5-(3,4,5-trimethoxyphenyl)isoxazol-3-yl)phenoxy)pentyloxy)-3-methoxyphenyl)-2,3-dihydroquinazolin-4(1H)-one). Isolated yield 75.2%. As a reaction SMILES: [CH3:1][O:2][C:3]1[CH:8]=[C:7]([C:9]2[CH:13]=[C:12]([C:14]3[CH:19]=[C:18]([O:20][CH3:21])[C:17]([O:22][CH3:23])=[C:16]([O:24][CH3:25])[CH:15]=3)[O:11][N:10]=2)[CH:6]=[C:5]([O:26][CH3:27])[C:4]=1[OH:28].C(=O)([O-])[O-].[K+].[K+].Br[CH2:36][CH2:37][CH2:38][CH2:39][CH2:40][O:41][C:42]1[CH:47]=[CH:46][C:45]([CH:48]2[NH:57][C:56](=[O:58])[C:55]3[C:50](=[CH:51][CH:52]=[CH:53][CH:54]=3)[NH:49]2)=[CH:44][C:43]=1[O:59][CH3:60]>CN(C=O)C.C(OCC)(=O)C.CCCCCC>[CH3:1][O:2][C:3]1[CH:8]=[C:7]([C:9]2[CH:13]=[C:12]([C:14]3[CH:15]=[C:16]([O:24][CH3:25])[C:17]([O:22][CH3:23])=[C:18]([O:20][CH3:21])[CH:19]=3)[O:11][N:10]=2)[CH:6]=[C:5]([O:26][CH3:27])[C:4]=1[O:28][CH2:36][CH2:37][CH2:38][CH2:39][CH2:40][O:41][C:42]1[CH:47]=[CH:46][C:45]([CH:48]2[NH:57][C:56](=[O:58])[C:55]3[C:50](=[CH:51][CH:52]=[CH:53][CH:54]=3)[NH:49]2)=[CH:44][C:43]=1[O:59][CH3:60] |f:1.2.3,6.7|. Reported procedure: 2,6-dimethoxy-4-(5-(3,4,5-trimethoxyphenyl)isoxazol-3-yl)phenol (20b) (387.38 mg, 1.0 mmol) in DMF (20 mL) was added anhydrous potassium carbonate (690 mg, 5.0 mmol) and 2-[4-(5-Bromo-pentyloxy)-3-methoxy-phenyl]-2,3-dihydro-1H-quinazolin-4-one (2d) (419.29 mg, 1.0 mmol). The reaction mixture was stirred at a temperature of 30° C. for 30 h and the reaction was monitored by TLC using ethyl acetate-hexane (6:4) as a solvent system. Then to this ice is added and extracted with ethyl acetate. The so... The reactants are CC(C)(C)OC(=O)CCC(=O)[O-], CCN=C=NCCCN(C)C, CN(C)C=O, CCOC(C)=O, ClCCl, Cl, NCc1cccc(CO)c1, O=c1c2ccccc2nnn1O. Product: CC(C)(C)OC(=O)CCC(=O)NCc1cccc(CO)c1. Reaction SMILES: [C:13]([CH2:14][CH2:15][C:16](=[O:17])[O-:18])(=[O:19])[O:20][C:21]([CH3:22])([CH3:23])[CH3:24].[CH3:2][N:3]([CH3:4])[CH2:5][CH2:6][CH2:7][N:8]=[C:9]=[N:10][CH2:11][CH3:12].[CH3:47][N:48]([CH3:49])[CH:50]=[O:51].[CH3:55][CH2:56][O:57][C:58](=[O:59])[CH3:60].[Cl:52][CH2:53][Cl:54].[ClH:1].[NH2:37][CH2:38][c:39]1[cH:40][c:41]([CH2:45][OH:46])[cH:42][cH:43][cH:44]1.[OH:25][n:26]1[c:27](=[O:28])[c:29]2[cH:30][cH:31][cH:32][cH:33][c:34]2[n:35][n:36]1>>[C:13]([CH2:14][CH2:15][C:16](=[O:18])[NH:37][CH2:38][c:39]1[cH:40][c:41]([CH2:45][OH:46])[cH:42][cH:43][cH:44]1)(=[O:19])[O:20][C:21]([CH3:22])([CH3:23])[CH3:24].